Dataset: the Open Reaction Database (ORD), a public repository of structured organic reaction records. Task: describe an organic reaction: reactants, conditions, products, and yield Reactants: TEA, NC=1C=CC(=C(C1)CN(C(=O)C(C1=CC(=C(C=C1)[C@H](CO)C)C)NC=1C=C2C=CN=C(C2=CC1)N(C(OC(C)(C)C)=O)C(=O)OC(C)(C)C)C)C1(CC1)C#N (tert-Butyl N-(6-{[({[5-amino-2-(1-cyanocyclopropyl)phenyl]methyl}(methyl)carbamoyl)({4-[(2R)-1-hydroxypropan-2-yl]-3-methylphenyl})methyl]amino}isoquinolin-1-yl)-N-[(tert-butoxy)carbonyl]carbamate), C(=O)(Cl)Cl (phosgene). Solvent: ClCCl (dichloromethane), C(C)#N (acetonitrile), ClCCl (dichloromethane). Conditions: temperature 0 celsius, time 15 minute. Product: C(C)(C)(C)OC(=O)N(C(OC(C)(C)C)=O)C1=NC=CC2=CC(=CC=C12)N[C@@H]1C2=CC=C([C@H](COC(NC=3C=CC(=C(CN(C1=O)C)C3)C3(CC3)C#N)=O)C)C(=C2)C (tert-Butyl N-[(tert-butoxy)carbonyl]-N-(6-{[(2R,15R)-7-(1-cyanocyclopropyl)-4,15,20-trimethyl-3,12-dioxo-13-oxa-4,11-diazatricyclo[14.2.2.16,10]henicosa-1(18),6,8,10 (21),16,19-hexaen-2-yl]amino}isoquinolin-1-yl)carbamate). The yield is 36.8%. Reaction SMILES: [NH2:1][C:2]1[CH:3]=[CH:4][C:5]([C:51]2([C:54]#[N:55])[CH2:53][CH2:52]2)=[C:6]([CH2:8][N:9]([CH3:50])[C:10]([CH:12]([NH:24][C:25]2[CH:26]=[C:27]3[C:32](=[CH:33][CH:34]=2)[C:31]([N:35]([C:43]([O:45][C:46]([CH3:49])([CH3:48])[CH3:47])=[O:44])[C:36](=[O:42])[O:37][C:38]([CH3:41])([CH3:40])[CH3:39])=[N:30][CH:29]=[CH:28]3)[C:13]2[CH:18]=[CH:17][C:16]([C@@H:19]([CH3:22])[CH2:20][OH:21])=[C:15]([CH3:23])[CH:14]=2)=[O:11])[CH:7]=1.[C:56](Cl)(Cl)=[O:57]>C(#N)C.ClCCl>[C:38]([O:37][C:36]([N:35]([C:31]1[C:32]2[C:27](=[CH:26][C:25]([NH:24][C@H:12]3[C:10](=[O:11])[N:9]([CH3:50])[CH2:8][C:6]4[CH:7]=[C:2]([CH:3]=[CH:4][C:5]=4[C:51]4([C:54]#[N:55])[CH2:52][CH2:53]4)[NH:1][C:56](=[O:57])[O:21][CH2:20][C@H:19]([CH3:22])[C:16]4[C:15]([CH3:23])=[CH:14][C:13]3=[CH:18][CH:17]=4)=[CH:34][CH:33]=2)[CH:28]=[CH:29][N:30]=1)[C:43](=[O:44])[O:45][C:46]([CH3:48])([CH3:47])[CH3:49])=[O:42])([CH3:39])([CH3:40])[CH3:41]. Reported procedure: A solution of 36I (0.371 g, 0.495 mmol) in acetonitrile (5 mL) and dichloromethane (5 mL) was cooled to 0° C. To this solution, was added phosgene (20% in toluene, 0.257 mL, 0.520 mmol). The mixture was stirred at 0° C. for 15 min, then bubbled with Ar for 25 min to remove excess phosgene and HCl. The resulting solution was added dropwise over 5 h via a syringe pump into a solution of TEA (0.690 mL, 4.95 mmol) in dichloromethane (200 mL). The solution was stirred for an additional 30 min and the...